Dataset: the Open Reaction Database (ORD), a public repository of structured organic reaction records. Task: describe an organic reaction: reactants, conditions, products, and yield Starting materials: CC(C)(C)OC(=O)N1CCN2C(=O)c3c(OC(F)(F)F)cccc3C2C1, Cl, O. The product is Cl, O=C1c2c(OC(F)(F)F)cccc2C2CNCCN12. As a reaction SMILES: [C:1]([O:2][C:3](=[O:4])[N:8]1[CH2:9][CH:10]2[N:11]([C:12](=[O:24])[c:13]3[c:14]([O:19][C:20]([F:21])([F:22])[F:23])[cH:15][cH:16][cH:17][c:18]32)[CH2:25][CH2:26]1)([CH3:5])([CH3:6])[CH3:7].[ClH:27].[OH2:28]>>[ClH:27].[NH:8]1[CH2:9][CH:10]2[N:11]([C:12](=[O:24])[c:13]3[c:14]([O:19][C:20]([F:21])([F:22])[F:23])[cH:15][cH:16][cH:17][c:18]32)[CH2:25][CH2:26]1. The reactants are CO, CON(C)C(=O)C1(C)COC(C)(C)O1, [Li+], [OH-], O, O. The product is CC1(C)OCC(C)(C(=O)[O-])O1, [Li+]. Reaction SMILES: [CH3:18][OH:19].[CH3:1][O:2][N:3]([C:4](=[O:5])[C:6]1([CH3:13])[O:7][C:8]([CH3:11])([CH3:12])[O:9][CH2:10]1)[CH3:14].[Li+:17].[OH-:16].[OH2:15].[OH2:20]>>[C:4]([O-:5])([C:6]1([CH3:13])[O:7][C:8]([CH3:11])([CH3:12])[O:9][CH2:10]1)=[O:15].[Li+:17]. Starting materials: C(=O)(OC(C)(C)C)NC(C(=O)OCC)C(=O)C1CCCCC1 (ethyl N-Boc-2-amino-3-cyclohexyl-3-oxopropionate), P(=O)([O-])([O-])[O-] (phosphate), C(=O)(OC(C)(C)C)NC(C(=O)OCC)C(=O)C1CCCCC1 (ethyl N-Boc-2-amino-3-cyclohexyl-3-oxopropionate), C=1N=C(C2=C(N1)N(C=N2)[C@H]3[C@@H]([C@@H]([C@H](O3)COP(=O)(O)OP(=O)(O)OC[C@@H]4[C@H]([C@H]([C@@H](O4)N5C=CCC(=C5)C(=O)N)O)O)O)O)N (NADH). The solvent is C(C)(=O)OCC (ethyl acetate). Run at time 2 hour. The product is C(=O)(OC(C)(C)C)NC(C(=O)OCC)C(O)C1CCCCC1 (ethyl N-Boc-2-amino-3-cyclohexyl-3-hydroxypropionate). RXN SMILES: [C:1]([NH:8][CH:9]([C:15]([CH:17]1[CH2:22][CH2:21][CH2:20][CH2:19][CH2:18]1)=[O:16])[C:10]([O:12][CH2:13][CH3:14])=[O:11])([O:3][C:4]([CH3:7])([CH3:6])[CH3:5])=[O:2].P([O-])([O-])([O-])=O.C1N=C(N)C2N=CN([C@@H]3O[C@H](COP(OP(OC[C@H]4O[C@@H](N5C=C(C(N)=O)CC=C5)[C@H](O)[C@@H]4O)(O)=O)(O)=O)[C@@H](O)[C@H]3O)C=2N=1>C(OCC)(=O)C>[C:1]([NH:8][CH:9]([CH:15]([CH:17]1[CH2:22][CH2:21][CH2:20][CH2:19][CH2:18]1)[OH:16])[C:10]([O:12][CH2:13][CH3:14])=[O:11])([O:3][C:4]([CH3:7])([CH3:5])[CH3:6])=[O:2]. Procedure details: The reducing activity against ethyl N-Boc-2-amino-3-cyclohexyl-3-oxopropionate was calculated in the following manner. First, an appropriate amount of a crude enzyme solution and 100 mM phosphate buffer (pH 6.5) were added to a test tube to make a total volume of 0.5 ml. Further, 0.25 mg of ethyl N-Boc-2-amino-3-cyclohexyl-3-oxopropionate and 1 mg of NADH were added, and the reaction was allowed to proceed at 30° C. for 2 hours with shaking. After the reaction, 1 ml of ethyl acetate was added an... The reactants are C(C)(C)(C)OC(=O)N[C@H](CC(=O)OCC1=CC=CC=C1)COC1=C(C=CC(=C1)C#N)I (benzyl (3R)-3-t-butoxycarbonylamino-4-(5-cyano-2-iodophenoxy)butanoate), Cl (hydrogen chloride). Solvent: solution, O1CCOCC1 (dioxane). Reaction conditions: temperature 0 celsius, time 1 hour. Yields the product [Cl-].C(C1=CC=CC=C1)OC(=O)C[C@H](COC1=C(C=CC(=C1)C#N)I)[NH3+] ((1R)-1-benzyloxycarbonylmethyl-2-(5-cyano-2-iodophenoxy)ethylammonium chloride). As a reaction SMILES: C(OC([NH:8][C@@H:9]([CH2:21][O:22][C:23]1[CH:28]=[C:27]([C:29]#[N:30])[CH:26]=[CH:25][C:24]=1[I:31])[CH2:10][C:11]([O:13][CH2:14][C:15]1[CH:20]=[CH:19][CH:18]=[CH:17][CH:16]=1)=[O:12])=O)(C)(C)C.[ClH:32]>O1CCOCC1>[Cl-:32].[CH2:14]([O:13][C:11]([CH2:10][C@@H:9]([NH3+:8])[CH2:21][O:22][C:23]1[CH:28]=[C:27]([C:29]#[N:30])[CH:26]=[CH:25][C:24]=1[I:31])=[O:12])[C:15]1[CH:16]=[CH:17][CH:18]=[CH:19][CH:20]=1 |f:3.4|. Procedure: 11.9 g (22.1 mmol) of benzyl (3R)-3-t-butoxycarbonylamino-4-(5-cyano-2-iodophenoxy)butanoate was dissolved in 120 ml of 4 N solution of hydrogen chloride in dioxane. The solution was stirred at 0° C. for one hour and then at room temperature for 2 hours. The solvent was distilled off. 50 ml of a mixed solvent of hexane/ethyl acetate in a volume ratio of 1:1 was added to the oily residue thus obtained. The precipitate formed was taken by the filtration to obtain the title compound. Starting materials: CS(=O)(=O)Nc1ccc(C(=O)N2CCNCC2)cc1, CO, c1ccc2c(OCC3CO3)cccc2c1. Yields the product CS(=O)(=O)Nc1ccc(C(=O)N2CCN(CC(O)COc3cccc4ccccc34)CC2)cc1. RXN SMILES: [CH3:16][S:17](=[O:18])(=[O:19])[NH:20][c:21]1[cH:22][cH:23][c:24]([C:25](=[O:26])[N:27]2[CH2:28][CH2:29][NH:30][CH2:31][CH2:32]2)[cH:33][cH:34]1.[CH3:35][OH:36].[O:1]1[CH2:2][CH:3]1[CH2:4][O:5][c:6]1[cH:7][cH:8][cH:9][c:10]2[cH:11][cH:12][cH:13][cH:14][c:15]12>>[OH:1][CH:3]([CH2:2][N:30]1[CH2:29][CH2:28][N:27]([C:25]([c:24]2[cH:23][cH:22][c:21]([NH:20][S:17]([CH3:16])(=[O:18])=[O:19])[cH:34][cH:33]2)=[O:26])[CH2:32][CH2:31]1)[CH2:4][O:5][c:6]1[cH:7][cH:8][cH:9][c:10]2[cH:11][cH:12][cH:13][cH:14][c:15]12. Reactants: COC(=O)C1(c2ccc(-c3ccc(-c4nc(C(N)=O)c(C)nc4C)cc3)c(Cl)c2)CCC1, CC(C)(C)O, CCO, Cl, [K+], [OH-]. Yields the product Cc1nc(C)c(-c2ccc(-c3ccc(C4(C(=O)O)CCC4)cc3Cl)cc2)nc1C(N)=O. RXN SMILES: [C:3]([NH2:4])(=[O:5])[c:6]1[c:7]([CH3:34])[n:8][c:9]([CH3:33])[c:10](-[c:12]2[cH:13][cH:14][c:15](-[c:18]3[c:19]([Cl:32])[cH:20][c:21]([C:24]4([C:28](=[O:29])[O:30][CH3:31])[CH2:25][CH2:26][CH2:27]4)[cH:22][cH:23]3)[cH:16][cH:17]2)[n:11]1.[CH3:36][C:37]([OH:38])([CH3:39])[CH3:40].[CH3:41][CH2:42][OH:43].[ClH:35].[K+:2].[OH-:1]>>[C:3]([NH2:4])(=[O:5])[c:6]1[c:7]([CH3:34])[n:8][c:9]([CH3:33])[c:10](-[c:12]2[cH:13][cH:14][c:15](-[c:18]3[c:19]([Cl:32])[cH:20][c:21]([C:24]4([C:28](=[O:29])[OH:30])[CH2:25][CH2:26][CH2:27]4)[cH:22][cH:23]3)[cH:16][cH:17]2)[n:11]1. The reactants are N1=CC=CC=C1 (pyridine), CN1[C@@H](C[C@H](C1=O)O)C2=CN=CC=C2 (trans-3'-hydroxycotinine). Solvent: C1(CCC(=O)O1)=O (succinic anhydride), CN(C)C=O (DMF). Product: CN1C(CC(C1=O)O)C2=CN=CC=C2 (Hydroxycotinine). As a reaction SMILES: N1C=CC=CC=1.[CH3:7][N:8]1[C:12](=[O:13])[C@H:11]([OH:14])[CH2:10][C@H:9]1[C:15]1[CH:20]=[CH:19][CH:18]=[N:17][CH:16]=1>CN(C=O)C.C1(=O)OC(=O)CC1>[CH3:7][N:8]1[C:12](=[O:13])[CH:11]([OH:14])[CH2:10][CH:9]1[C:15]1[CH:20]=[CH:19][CH:18]=[N:17][CH:16]=1. Procedure details: Hydroxycotinine hemisuccinate was prepared as follows. In a glass tube, 19 mg of trans-3'-hydroxycotinine were dissolved in 1 ml of DMF. In this solution 21 mg of succinic anhydride were dissolved. After adding 20 μl of pyridine, the tube was covered (PARAFILM®) and incubated overnight at 37° C.